From a dataset of the Open Reaction Database (ORD), a public repository of structured organic reaction records. describe an organic reaction: reactants, conditions, products, and yield The reactants are NC=1N=C(SC1C(=O)C1=CC(=CC=C1)[N+](=O)[O-])NC1=CC=CC=C1 ((4-amino-2-phenylamino-thiazol-5-yl)-(3-nitrophenyl)-methanone). Reagents/catalysts: [Pd] (palladium on carbon). The solvent is C1CCOC1 (THF). Yields the product NC=1C=C(C=CC1)C(=O)C1=C(N=C(S1)NC1=CC=CC=C1)N ((3-Amino-phenyl)-(4-amino-2-phenylamino-thiazol-5-yl)-methanone). Reaction SMILES: [NH2:1][C:2]1[N:3]=[C:4]([NH:18][C:19]2[CH:24]=[CH:23][CH:22]=[CH:21][CH:20]=2)[S:5][C:6]=1[C:7]([C:9]1[CH:14]=[CH:13][CH:12]=[C:11]([N+:15]([O-])=O)[CH:10]=1)=[O:8]>[Pd].C1COCC1>[NH2:15][C:11]1[CH:10]=[C:9]([C:7]([C:6]2[S:5][C:4]([NH:18][C:19]3[CH:20]=[CH:21][CH:22]=[CH:23][CH:24]=3)=[N:3][C:2]=2[NH2:1])=[O:8])[CH:14]=[CH:13][CH:12]=1. Procedure: A mixture of the title compound from Example A(1) ((4-amino-2-phenylamino-thiazol-5-yl)-(3-nitrophenyl)-methanone, 520 mg, 1.53 mmol) and 10% palladium on carbon (80 mg) in THF (10 mL) was stirred under a hydrogen atmosphere overnight. The catalyst was filtered off and the filtrate concentrated in vacuo to give 470 mg of a crude solid that recrystallized from ethyl acetate/benzene to provide 100 mg (19% yield) of light yellow powder, mp 162-164° C. The reactants are [BH4-], Cc1ccc(C2Sc3cc(C)ccc3NC(=O)C2=O)cc1, CC(=O)O, CC(C)(C)C(N)C(=O)O, [Na+], C1CCOC1. Product: Cc1ccc(C2Sc3cc(C)ccc3NC(=O)C2O)cc1. As a reaction SMILES: [BH4-:10].[CH3:12][c:13]1[cH:14][c:15]2[c:16]([cH:31][cH:32]1)[NH:17][C:18](=[O:30])[C:19](=[O:29])[CH:20]([c:22]1[cH:23][cH:24][c:25]([CH3:28])[cH:26][cH:27]1)[S:21]2.[CH3:33][C:34](=[O:35])[OH:36].[NH2:1][CH:2]([C:3]([OH:4])=[O:5])[C:6]([CH3:7])([CH3:8])[CH3:9].[Na+:11].[O:37]1[CH2:38][CH2:39][CH2:40][CH2:41]1>>[CH3:12][c:13]1[cH:14][c:15]2[c:16]([cH:31][cH:32]1)[NH:17][C:18](=[O:30])[CH:19]([OH:29])[CH:20]([c:22]1[cH:23][cH:24][c:25]([CH3:28])[cH:26][cH:27]1)[S:21]2.